Dataset: the Open Reaction Database (ORD), a public repository of structured organic reaction records. Task: describe an organic reaction: reactants, conditions, products, and yield Starting materials: C1(CC1)NC(COC=1C=C(C=CC1)S(=O)(=O)N1C=C(C=C1C1=C(C=CC=C1)F)CN(C(OC(C)(C)C)=O)C)=O (tert-butyl ((1-((3-(2-(cyclopropylamino)-2-oxoethoxy)phenyl)sulfonyl)-5-(2-fluorophenyl)-1H-pyrrol-3-yl)methyl)(methyl)carbamate), FC(C(=O)O)(F)F (trifluoroacetic acid). Run in ClCCl (dichloromethane). Conditions: time 2 hour. The product is C1(CC1)NC(COC1=CC(=CC=C1)S(=O)(=O)N1C(=CC(=C1)CNC)C1=C(C=CC=C1)F)=O (N-cyclopropyl-2-(3-((2-(2-fluorophenyl)-4-((methylamino)methyl)-1H-pyrrol-1-yl)sulfonyl)phenoxy)acetamide). As a reaction SMILES: [CH:1]1([NH:4][C:5](=[O:39])[CH2:6][O:7][C:8]2[CH:9]=[C:10]([S:14]([N:17]3[C:21]([C:22]4[CH:27]=[CH:26][CH:25]=[CH:24][C:23]=4[F:28])=[CH:20][C:19]([CH2:29][N:30](C)[C:31](=O)OC(C)(C)C)=[CH:18]3)(=[O:16])=[O:15])[CH:11]=[CH:12][CH:13]=2)[CH2:3][CH2:2]1.FC(F)(F)C(O)=O>ClCCl>[CH:1]1([NH:4][C:5](=[O:39])[CH2:6][O:7][C:8]2[CH:13]=[CH:12][CH:11]=[C:10]([S:14]([N:17]3[CH:18]=[C:19]([CH2:29][NH:30][CH3:31])[CH:20]=[C:21]3[C:22]3[CH:27]=[CH:26][CH:25]=[CH:24][C:23]=3[F:28])(=[O:16])=[O:15])[CH:9]=2)[CH2:2][CH2:3]1. Procedure details: tert-Butyl ((1-((3-(2-(cyclopropylamino)-2-oxoethoxy)phenyl)sulfonyl)-5-(2-fluorophenyl)-1H-pyrrol-3-yl)methyl)(methyl)carbamate 3a (122 mg, 0.22 mmol) was dissolved in 8 mL of dichloromethane. The reaction solution was cooled in an ice bath, and 2 mL of trifluoroacetic acid were dropwise added. After removing the ice bath, the reaction solution was stirred at room temperature for 2 h. 20 mL of saturated sodium bicarbonate solution were added, and the reaction solution was extracted with dichlor... Reactants: C([O-])([O-])=O.[K+].[K+] (potassium carbonate), COC=1C=C(C=CC1)C1NCCC1 (2-(3-methoxyphenyl)pyrrolidine), C(C1=CC=CC=C1)(=O)Cl (benzoyl chloride). Run in C(C)#N (acetonitrile). Run at time 2 hour. Product: C(C1=CC=CC=C1)(=O)N1C(CCC1)C1=CC(=CC=C1)OC (1-benzoyl-2-(3-methoxyphenyl)pyrrolidine). The yield is 75.0%. Reaction SMILES: [CH3:1][O:2][C:3]1[CH:4]=[C:5]([CH:9]2[CH2:13][CH2:12][CH2:11][NH:10]2)[CH:6]=[CH:7][CH:8]=1.C(=O)([O-])[O-].[K+].[K+].[C:20](Cl)(=[O:27])[C:21]1[CH:26]=[CH:25][CH:24]=[CH:23][CH:22]=1>C(#N)C>[C:20]([N:10]1[CH2:11][CH2:12][CH2:13][CH:9]1[C:5]1[CH:6]=[CH:7][CH:8]=[C:3]([O:2][CH3:1])[CH:4]=1)(=[O:27])[C:21]1[CH:26]=[CH:25][CH:24]=[CH:23][CH:22]=1 |f:1.2.3|. Procedure: To a solution of 2-(3-methoxyphenyl)pyrrolidine (1.0 g) in dry acetonitrile (50 ml) was added milled potassium carbonate (2.0 g) followed by benzoyl chloride (0.73 ml) at ambient temperature, under nitrogen. The reaction mixture was stirred for 2 hrs, filtered through a pad of celite, and the filter cake was washed with ethyl acetate. The combined filtrates were concentrated, and the residue was purified by flash column chromatography (silica gel, 0-25% ethyl acetate/dichloromethane). The approp... Starting materials: C=C[Sn](CCCC)(CCCC)CCCC, ClCCl, C1CCOC1, O, c1ccc(P(c2ccccc2)(c2ccccc2)[Pd](P(c2ccccc2)(c2ccccc2)c2ccccc2)(P(c2ccccc2)(c2ccccc2)c2ccccc2)P(c2ccccc2)(c2ccccc2)c2ccccc2)cc1, N#Cc1cc(Br)cc(-c2nc(-c3ccccn3)no2)c1. Yields the product C=Cc1cc(C#N)cc(-c2nc(-c3ccccn3)no2)c1. Reaction SMILES: [CH:21](=[CH2:22])[Sn:23]([CH2:24][CH2:25][CH2:26][CH3:27])([CH2:28][CH2:29][CH2:30][CH3:31])[CH2:32][CH2:33][CH2:34][CH3:35].[Cl:41][CH2:42][Cl:43].[O:36]1[CH2:37][CH2:38][CH2:39][CH2:40]1.[OH2:44].[cH:45]1[cH:46][cH:47][c:48]([P:49]([Pd:50]([P:51]([c:52]2[cH:53][cH:54][cH:55][cH:56][cH:57]2)([c:58]2[cH:59][cH:60][cH:61][cH:62][cH:63]2)[c:64]2[cH:65][cH:66][cH:67][cH:68][cH:69]2)([P:70]([c:71]2[cH:72][cH:73][cH:74][cH:75][cH:76]2)([c:77]2[cH:78][cH:79][cH:80][cH:81][cH:82]2)[c:83]2[cH:84][cH:85][cH:86][cH:87][cH:88]2)[P:89]([c:90]2[cH:91][cH:92][cH:93][cH:94][cH:95]2)([c:96]2[cH:97][cH:98][cH:99][cH:100][cH:101]2)[c:102]2[cH:103][cH:104][cH:105][cH:106][cH:107]2)([c:108]2[cH:109][cH:110][cH:111][cH:112][cH:113]2)[c:114]2[cH:115][cH:116][cH:117][cH:118][cH:119]2)[cH:120][cH:121]1.[n:1]1[c:2](-[c:7]2[n:8][o:9][c:10](-[c:12]3[cH:13][c:14]([Br:20])[cH:15][c:16]([C:18]#[N:19])[cH:17]3)[n:11]2)[cH:3][cH:4][cH:5][cH:6]1>>[n:1]1[c:2](-[c:7]2[n:8][o:9][c:10](-[c:12]3[cH:13][c:14]([CH:21]=[CH2:22])[cH:15][c:16]([C:18]#[N:19])[cH:17]3)[n:11]2)[cH:3][cH:4][cH:5][cH:6]1. The reactants are CN(C1=CC=C(C(=O)O)C=C1)C (4-dimethylaminobenzoic acid), C1CCC(CC1)N=C=NC2CCCCC2 (DCC), CS(=O)(=O)OC1=CC2=CC=C(C=C2C=C1)C(N)=N (6-amidino-2-naphthol methanesulfonate). Solvent: N1=CC=CC=C1 (pyridine). Conditions: time 30 minute. Yields the product CN(C1=CC=C(C(=O)OC2=CC3=CC=C(C=C3C=C2)C(N)=N)C=C1)C (6-amidino-2-naphthyl 4-dimethylaminobenzoate). Isolated yield 20.5%. RXN SMILES: [CH3:1][N:2]([CH3:12])[C:3]1[CH:11]=[CH:10][C:6]([C:7]([OH:9])=[O:8])=[CH:5][CH:4]=1.C1CCC(N=C=NC2CCCCC2)CC1.CS(O[C:33]1[CH:42]=[CH:41][C:40]2[C:35](=[CH:36][CH:37]=[C:38]([C:43](=[NH:45])[NH2:44])[CH:39]=2)[CH:34]=1)(=O)=O>N1C=CC=CC=1>[CH3:1][N:2]([CH3:12])[C:3]1[CH:11]=[CH:10][C:6]([C:7]([O:9][C:33]2[CH:42]=[CH:41][C:40]3[C:35](=[CH:36][CH:37]=[C:38]([C:43](=[NH:44])[NH2:45])[CH:39]=3)[CH:34]=2)=[O:8])=[CH:5][CH:4]=1. Reported procedure: To 50 ml of dried pyridine, were added 2.9 g of 4-dimethylaminobenzoic acid and 4.4 g of DCC. The mixture was stirred for 30 minutes while being cooled in ice. After adding 5.0 g of 6-amidino-2-naphthol methanesulfonate, the mixture was further stirred for one hour under cooling in ice, then overnight at room temperature. The reaction mixture was filtered, the collected precipitate was washed with pyridine and ethyl ether and heated in DMF. The insolubles were filtered off and the filtrate was m... Starting materials: νasC--O--C, ( 25 ), C15H28O3, ( 30 ), CC1CCOCCCCCCC(=O)OCC1 (11-Methyl-8-oxa-13-tridecanolide), CC1CCOCCCCCCCC(=O)OCC1 (12-methyl-9-oxa-14-tetradecanolide), CC1CCOCCCCCCC(=O)OCC1 (11-Methyl-8-oxa-13-tridecanolide), ( 100 ), ( 64 ), ( 23 ). Product: CC1CCOCCCCCCCCC(=O)OCC1 (13-Methyl-10-oxa-15-pentadecanolide). RXN SMILES: [CH3:1][CH:2]1[CH2:16][CH2:15][O:14][C:12](=[O:13])[CH2:11][CH2:10][CH2:9][CH2:8][CH2:7][CH2:6][O:5][CH2:4][CH2:3]1.[CH3:17][CH:18]1CCOC(=O)CCCCCCCOCC1>>[CH3:1][CH:2]1[CH2:16][CH2:15][O:14][C:12](=[O:13])[CH2:11][CH2:10][CH2:9][CH2:8][CH2:7][CH2:6][CH2:18][CH2:17][O:5][CH2:4][CH2:3]1. Procedure: Odor: Musk, animalic, warm-powdery, flowery, slightly after saffron.--IR (film): n=1734 cm-1 (νC=O), 1118/1151 cm-1 (νasO--C--C), 1250 cm-1 (νasC--C(=O)--O), 1357 cm-1 (δCH3), 1061 cm-1 (νasC--O--C).--1H-NMR (CDCl3): δ=0.91 (d, J=6.4 Hz, 3H, 13-Me), 1.31-1.66 (m, 15H, 3-H2 -8-H2, 12-H2, 14-Hb), 1.83 (ddt, J=19.1, 9.6 and 5.0 Hz, 1H, 14-Ha), 1.93 (mc, 1H, 13-H), 2.33 (dd, J=6.9 and 6.2 Hz, 2H, 2-H2), 3.34-3.52 (m, 4H, 9-,11-H2), 4.14 (ddd, J=11.0, 5.5 and 5.0 Hz, 1H, 15-Hb), 4.21 (ddd, J=11.0, 10...